From a dataset of the Open Reaction Database (ORD), a public repository of structured organic reaction records. describe an organic reaction: reactants, conditions, products, and yield Reactants: ClC1=CC=CC2=C1N=C(S2)C=2C(=NC(=NC2OC)N2CCOCC2)N[C@H]2CN(CCC2)C(=O)OC(C)(C)C (tert-butyl (3R)-3-[[5-(4-chloro-1,3-benzothiazol-2-yl)-6-methoxy-2-(morpholin-4-yl)pyrimidin-4-yl]amino]piperidine-1-carboxylate), C(CN)N (ethane-1,2-diamine), CC(C)(C)[O-].[Na+] (sodium 2-methylpropan-2-olate), o-biphenyl(t-Bu)2P. The reagents and catalysts are [Pd].[Pd].C(C1=CC=CC=C1)=CC(=O)C=CC1=CC=CC=C1.C(C1=CC=CC=C1)=CC(=O)C=CC1=CC=CC=C1.C(C1=CC=CC=C1)=CC(=O)C=CC1=CC=CC=C1 (tris(dibenzylideneacetone) dipalladium). Solvent: C1(=CC=CC=C1)C (toluene). Reaction conditions: temperature 90 celsius. The product is NCCNC1=CC=CC2=C1N=C(S2)C=2C(=NC(=NC2OC)N2CCOCC2)N[C@H]2CN(CCC2)C(=O)OC(C)(C)C (tert-butyl (3R)-3-[(5-[4-[(2-aminoethyl)amino]-1,3-benzothiazol-2-yl]-6-methoxy-2-(morpholin-4-yl)pyrimidin-4-yl)amino]piperidine-1-carboxylate). As a reaction SMILES: Cl[C:2]1[C:7]2[N:8]=[C:9]([C:11]3[C:12]([NH:25][C@@H:26]4[CH2:31][CH2:30][CH2:29][N:28]([C:32]([O:34][C:35]([CH3:38])([CH3:37])[CH3:36])=[O:33])[CH2:27]4)=[N:13][C:14]([N:19]4[CH2:24][CH2:23][O:22][CH2:21][CH2:20]4)=[N:15][C:16]=3[O:17][CH3:18])[S:10][C:6]=2[CH:5]=[CH:4][CH:3]=1.[CH2:39]([NH2:42])[CH2:40][NH2:41].CC([O-])(C)C.[Na+]>C1(C)C=CC=CC=1.[Pd].[Pd].C(=CC(C=CC1C=CC=CC=1)=O)C1C=CC=CC=1.C(=CC(C=CC1C=CC=CC=1)=O)C1C=CC=CC=1.C(=CC(C=CC1C=CC=CC=1)=O)C1C=CC=CC=1>[NH2:41][CH2:40][CH2:39][NH:42][C:2]1[C:7]2[N:8]=[C:9]([C:11]3[C:12]([NH:25][C@@H:26]4[CH2:31][CH2:30][CH2:29][N:28]([C:32]([O:34][C:35]([CH3:38])([CH3:37])[CH3:36])=[O:33])[CH2:27]4)=[N:13][C:14]([N:19]4[CH2:24][CH2:23][O:22][CH2:21][CH2:20]4)=[N:15][C:16]=3[O:17][CH3:18])[S:10][C:6]=2[CH:5]=[CH:4][CH:3]=1 |f:2.3,5.6.7.8.9|. Reported procedure: Into a mixture of tert-butyl (3R)-3-[[5-(4-chloro-1,3-benzothiazol-2-yl)-6-methoxy-2-(morpholin-4-yl)pyrimidin-4-yl]amino]piperidine-1-carboxylate (150 mg, 0.25 mmol, 1.00 equiv), ethane-1,2-diamine (48.0 mg, 0.80 mmol, 3.00 equiv), sodium 2-methylpropan-2-olate (52.0 mg, 0.54 mmol, 2.00 equiv) and o-biphenyl(t-Bu)2P (10.7 mg, 0.04 mmol, 0.12 equiv) in toluene (6.0 mL) was added tris(dibenzylideneacetone) dipalladium (30.0 mg, 0.03 mmol, 0.10 equiv) and nitrogen was bubbled in for 5 min. The res... Reactants: O=C(O)c1ccncc1Br, c1ccc2c(c1)CCCN2, c1ccc2c(c1)NCCO2. The product is O=C(c1ccncc1Br)N1CCOc2ccccc21. RXN SMILES: [Br:1][c:2]1[c:3]([C:4](=[O:5])[OH:6])[cH:7][cH:8][n:9][cH:10]1.[NH:11]1[c:12]2[c:13]([cH:14][cH:15][cH:16][cH:17]2)[CH2:18][CH2:19][CH2:20]1.[O:21]1[CH2:22][CH2:23][NH:24][c:25]2[c:26]1[cH:27][cH:28][cH:29][cH:30]2>>[Br:1][c:2]1[c:3]([C:4](=[O:6])[N:24]2[CH2:23][CH2:22][O:21][c:26]3[c:25]2[cH:30][cH:29][cH:28][cH:27]3)[cH:7][cH:8][n:9][cH:10]1. Starting materials: S(O)(O)(=O)=O (sulfuric acid), S(N)(=O)(=O)C=1C=C(C2=C(OCCO2)C1)C(=O)O (7-sulfamoyl-1,4-benzodioxane-5-carboxylic acid), CO (methanol). The yield is 81.2%. Procedure: 429 g of methanol were introduced into a balloon flask provided with a condenser and then, under cooling, 54 g of 93% sulfuric acid and 111 g of 7-sulfamoyl-1,4-benzodioxane-5-carboxylic acid were added. The mixture was heated under reflux and then cooled. The crystals were dried off, washed with methanol and then treated with 500 cm3 of water and 5 g of sodium carbonate. The precipitate was dried off, washed with water and dried. 95 g of methyl-7-sulfamoyl-1,4-benzodioxane-5-carboxylate were ob... As a reaction SMILES: S(=O)(=O)(O)O.[S:6]([C:10]1[CH:11]=[C:12]([C:20]([OH:22])=[O:21])[C:13]2[O:18][CH2:17][CH2:16][O:15][C:14]=2[CH:19]=1)(=[O:9])(=[O:8])[NH2:7].[CH3:23]O>>[CH3:23][O:21][C:20]([C:12]1[C:13]2[O:18][CH2:17][CH2:16][O:15][C:14]=2[CH:19]=[C:10]([S:6](=[O:8])(=[O:9])[NH2:7])[CH:11]=1)=[O:22]. Product: COC(=O)C1=CC(=CC=2OCCOC21)S(N)(=O)=O (methyl-7-sulfamoyl-1,4-benzodioxane-5-carboxylate). Reactants: CC(C)CCCC(C)CCCC(=O)C (hexahydropseudoionone), [OH-].[K+] (potassium hydroxide), C(C#C)O (propargyl alcohol), ice, S(O)(O)(=O)=O (sulfuric acid). The solvent is O1CCCC1 (tetrahydrofuran), O1CCCC1 (tetrahydrofuran). Reaction conditions: temperature 0 celsius. Product: CC(C#CCO)(CCCC(CCCC(C)C)C)O (4,8,12-Trimethyltridec-2-yn-1,4-diol). Yield: 70.9%. Reaction SMILES: [OH-].[K+].[CH2:3]([OH:6])[C:4]#[CH:5].[CH3:7][CH:8]([CH2:10][CH2:11][CH2:12][CH:13]([CH2:15][CH2:16][CH2:17][C:18]([CH3:20])=[O:19])[CH3:14])[CH3:9].S(=O)(=O)(O)O>O1CCCC1>[CH3:20][C:18]([OH:19])([CH2:17][CH2:16][CH2:15][CH:13]([CH3:14])[CH2:12][CH2:11][CH2:10][CH:8]([CH3:9])[CH3:7])[C:5]#[C:4][CH2:3][OH:6] |f:0.1|. Procedure details: Into a 2-liter, three-neck, round-bottom flask fitted with a mechanical stirrer, a reflux condenser, and an addition funnel was added 210 g (3.60 mol) of finely powdered potassium hydroxide and 500 ml of anhydrous tetrahydrofuran. The resulting reaction mixture was heated to reflux and then 30.0 g (0.54 mol) of propargyl alcohol was slowly added over a 30 minute period with rapid stirring. The mixture was refluxed for 3 hours before 100 g (0.51 mol) of hexahydropseudoionone in 140 ml of tetrahyd... The reactants are C(C(=O)Cl)(=O)Cl (oxalyl chloride), CON=C(C(=O)O)C(C)=O (2-methoxyimino-3-oxo-butyric acid). Reagents/catalysts: CN(C=O)C (Dimethylformamide), CN(C=O)C (dimethylformamide). Solvent: C(C)OCC (diethyl ether), C(C)OCC (diethyl ether). Reaction conditions: temperature 20 celsius, time 1 hour. Yields the product CON=C(C(=O)Cl)C(C)=O (2-methoxyimino-3-oxo-butanoyl chloride). RXN SMILES: [CH3:1][O:2][N:3]=[C:4]([C:8](=[O:10])[CH3:9])[C:5](O)=[O:6].C(Cl)(=O)C([Cl:14])=O>CN(C)C=O.C(OCC)C>[CH3:1][O:2][N:3]=[C:4]([C:8](=[O:10])[CH3:9])[C:5]([Cl:14])=[O:6]. Reported procedure: Dimethylformamide (2 drops) is added to a solution, at 20° C., of 2-methoxyimino-3-oxo-butyric acid, syn isomer (4.08 g) in diethyl ether (50 cc), after which oxalyl chloride (2 cc) dissolved in diethyl ether (5 cc) is added dropwise in the course of 15 minutes. The mixture is stirred for 1 hour at 20° C., dimethylformamide (1 drop) is added again and the reaction is continued for 15 minutes. The mixture is concentrated to dryness at 20° C. under 20 mm Hg (2.7 kPa) and the residue is taken up in... The reactants are BrB(Br)Br, COc1ccc2c(c1C(C)C)OCCO2, ClCCl. The product is CC(C)c1c(O)ccc2c1OCCO2. As a reaction SMILES: [B:16]([Br:17])([Br:18])[Br:19].[CH:1]([CH3:2])([CH3:3])[c:4]1[c:5]([O:14][CH3:15])[cH:6][cH:7][c:8]2[c:13]1[O:12][CH2:11][CH2:10][O:9]2.[Cl:20][CH2:21][Cl:22]>>[CH:1]([CH3:2])([CH3:3])[c:4]1[c:5]([OH:14])[cH:6][cH:7][c:8]2[c:13]1[O:12][CH2:11][CH2:10][O:9]2.